Task: describe an organic reaction: reactants, conditions, products, and yield. Dataset: the Open Reaction Database (ORD), a public repository of structured organic reaction records The reactants are C1CCNCC1, COc1ccc(OC)c(C(C)=O)c1, CCO, O=Cc1c[nH]c2ccccc12. Yields the product COc1ccc(OC)c(C(=O)C=Cc2c[nH]c3ccccc23)c1. RXN SMILES: [CH2:25]1[CH2:26][CH2:27][NH:28][CH2:29][CH2:30]1.[CH3:1][O:2][c:3]1[c:4]([C:11]([CH3:12])=[O:13])[cH:5][c:6]([O:9][CH3:10])[cH:7][cH:8]1.[CH3:31][CH2:32][OH:33].[nH:14]1[cH:15][c:16]([CH:23]=[O:24])[c:17]2[cH:18][cH:19][cH:20][cH:21][c:22]12>>[CH3:1][O:2][c:3]1[c:4]([C:11]([CH:12]=[CH:23][c:16]2[cH:15][nH:14][c:22]3[c:17]2[cH:18][cH:19][cH:20][cH:21]3)=[O:13])[cH:5][c:6]([O:9][CH3:10])[cH:7][cH:8]1. The reactants are CC(=O)CCC(=O)c1cccc(Oc2ccc(F)cc2)c1, [Na+], [OH-]. Yields the product O=C1C=C(c2cccc(Oc3ccc(F)cc3)c2)CC1. Reaction SMILES: [F:1][c:2]1[cH:3][cH:4][c:5]([O:6][c:7]2[cH:8][c:9]([C:13]([CH2:14][CH2:15][C:16]([CH3:17])=[O:18])=[O:19])[cH:10][cH:11][cH:12]2)[cH:20][cH:21]1.[Na+:23].[OH-:22]>>[F:1][c:2]1[cH:3][cH:4][c:5]([O:6][c:7]2[cH:8][c:9]([C:13]3=[CH:17][C:16](=[O:18])[CH2:15][CH2:14]3)[cH:10][cH:11][cH:12]2)[cH:20][cH:21]1. Starting materials: [BH4-], COC(=O)C(NC(=O)C(NC(=O)CC1CCC(C(C)NC(=O)OCc2ccccc2)=CC(Cc2ccccc2)C1=O)C(C)C)C(C)C, CCO, [Na+]. Product: COC(=O)C(NC(=O)C(NC(=O)CC1CCC(C(C)NC(=O)OCc2ccccc2)=CC(Cc2ccccc2)C1O)C(C)C)C(C)C. Reaction SMILES: [BH4-:48].[CH3:1][O:2][C:3]([CH:4]([NH:5][C:6]([CH:7]([NH:8][C:9]([CH2:10][CH:11]1[C:12](=[O:38])[CH:13]([CH2:31][c:32]2[cH:33][cH:34][cH:35][cH:36][cH:37]2)[CH:14]=[C:15]([CH:18]([CH3:19])[NH:20][C:21](=[O:22])[O:23][CH2:24][c:25]2[cH:26][cH:27][cH:28][cH:29][cH:30]2)[CH2:16][CH2:17]1)=[O:39])[CH:40]([CH3:41])[CH3:42])=[O:43])[CH:44]([CH3:45])[CH3:46])=[O:47].[CH3:50][CH2:51][OH:52].[Na+:49]>>[CH3:1][O:2][C:3]([CH:4]([NH:5][C:6]([CH:7]([NH:8][C:9]([CH2:10][CH:11]1[CH:12]([OH:38])[CH:13]([CH2:31][c:32]2[cH:33][cH:34][cH:35][cH:36][cH:37]2)[CH:14]=[C:15]([CH:18]([CH3:19])[NH:20][C:21](=[O:22])[O:23][CH2:24][c:25]2[cH:26][cH:27][cH:28][cH:29][cH:30]2)[CH2:16][CH2:17]1)=[O:39])[CH:40]([CH3:41])[CH3:42])=[O:43])[CH:44]([CH3:45])[CH3:46])=[O:47]. Starting materials: C(=O)(C(F)(F)F)O (TFA), C(C)(C)(C)OC(=O)NC(C(=O)OC)C1=CC=C(C=C1)CC(=O)OC (methyl α-tert-butoxycarbonylamino-p-methoxycarbonylmethyl-phenylacetate), Cl (HCl). The solvent is C(Cl)Cl (CH2Cl2), CCOCC.CO (ether methanol), CCOCC (ether). Run at time 1 hour. The product is NC(C(=O)OC)C1=CC=C(C=C1)CC(=O)OC (Methyl α-amino-p-methoxycarbonylmethylphenylacetate). Reaction SMILES: C(OC([NH:8][CH:9]([C:14]1[CH:19]=[CH:18][C:17]([CH2:20][C:21]([O:23][CH3:24])=[O:22])=[CH:16][CH:15]=1)[C:10]([O:12][CH3:13])=[O:11])=O)(C)(C)C.C(O)(C(F)(F)F)=O.Cl>C(Cl)Cl.CCOCC.CO.CCOCC>[NH2:8][CH:9]([C:14]1[CH:19]=[CH:18][C:17]([CH2:20][C:21]([O:23][CH3:24])=[O:22])=[CH:16][CH:15]=1)[C:10]([O:12][CH3:13])=[O:11] |f:4.5|. Procedure: To a solution of methyl α-tert-butoxycarbonylamino-p-methoxycarbonylmethyl-phenylacetate (2.86 g, 8.5 mmol) in CH2Cl2 (10 ml) cooled at 0° C. was added 10 ml of TFA. After stirring for 1 hour at room temperature the reaction mixture was evaporated to dryness. The resulting solid was dissolved in ethyl acetate and water and the pH was adjusted to 8 with NaHCO3. After extraction with ethyl acetate the organic layers were washed with brine, dried and evaporated to give a yellow oil. After dissoluti...